From a dataset of the Open Reaction Database (ORD), a public repository of structured organic reaction records. describe an organic reaction: reactants, conditions, products, and yield Starting materials: CN1C(N(C=2C(C1=O)=C(N(C2)CC2=CC=CC1=CC=CC=C21)SCCCC(=O)OC)CC(C)C)=O (Methyl 4-[(2,3,4,6-tetrahydro-3-methyl-1-(2-methylpropyl)-6-(1-naphthalenylmethyl)-2,4-dioxo-1H-pyrrolo[3,4-d]pyrimidin-5-yl)thio]butanoate), CN1C(N(C=2C(C1=O)=C(N(C2)CC2=CC=CC1=CC=CC=C21)SCCCC(=O)OC)CC(C)C)=O (methyl 4-[(2,3,4,6-Tetrahydro-3-methyl-1-(2-methylpropyl)-6-(1-naphthalenylmethyl)-2,4dioxo-1H-pyrrolo[3,4-d]-pyrimidin-5-yl)thio]butanoate), Cl (hydrochloric acid). The solvent is O1CCCC1.CO (tetrahydrofuran methanol). Conditions: time 1.5 hour. Yields the product CN1C(N(C=2C(C1=O)=C(N(C2)CC2=CC=CC1=CC=CC=C21)SCCCC(=O)O)CC(C)C)=O (4-[(2,3,4,6-Tetrahydro-3-methyl-1-(2-methylpropyl)-6-(1-naphthalenylmethyl)-2,4-dioxo-1H-pyrrolo[3,4-d]pyrimidin-5-yl)thio]butanoic acid). As a reaction SMILES: [CH3:1][N:2]1[C:7](=[O:8])[C:6]2=[C:9]([S:23][CH2:24][CH2:25][CH2:26][C:27]([O:29]C)=[O:28])[N:10]([CH2:12][C:13]3[C:22]4[C:17](=[CH:18][CH:19]=[CH:20][CH:21]=4)[CH:16]=[CH:15][CH:14]=3)[CH:11]=[C:5]2[N:4]([CH2:31][CH:32]([CH3:34])[CH3:33])[C:3]1=[O:35].Cl>O1CCCC1.CO>[CH3:1][N:2]1[C:7](=[O:8])[C:6]2=[C:9]([S:23][CH2:24][CH2:25][CH2:26][C:27]([OH:29])=[O:28])[N:10]([CH2:12][C:13]3[C:22]4[C:17](=[CH:18][CH:19]=[CH:20][CH:21]=4)[CH:16]=[CH:15][CH:14]=3)[CH:11]=[C:5]2[N:4]([CH2:31][CH:32]([CH3:33])[CH3:34])[C:3]1=[O:35] |f:2.3|. Procedure: The compound of Example 2, methyl 4-[(2,3,4,6-Tetrahydro-3-methyl-1-(2-methylpropyl)-6-(1-naphthalenylmethyl)-2,4dioxo-1H-pyrrolo[3,4-d]-pyrimidin-5-yl)thio]butanoate (400 mg), was dissolved in 3:1:1 tetrahydrofuran/methanol/1M lithium hydroxide and stirred for 1.5 h before being acidified by dropwise addition of concentrated hydrochloric acid (HCl). The mixture was then extracted with ethyl acetate. The organic phase was washed with brine, dried over magnesium sulphate (MgSO4) and evaporated to... Starting materials: CC1=C(N=C(O1)C1=CC=CC=C1)COC1=CC=C(CON)C=C1 (4-(5-methyl-2-phenyl-4-oxazolylmethoxy)benzyloxyamine), O=C(CCCCCCC(=O)OCC)C1=CC=CC=C1 (ethyl 8-oxo-8-phenyloctanoate), C(C)(=O)O (acetic acid), C(C)(=O)[O-].[Na+] (sodium acetate). The solvent is O (Water), C(C)(=O)OCC.CCCCCC (ethyl acetate hexane), C(C)O (ethanol). Yields the product CC1=C(N=C(O1)C1=CC=CC=C1)COC1=CC=C(CO\N=C(/CCCCCCC(=O)OCC)\C2=CC=CC=C2)C=C1 (ethyl E-8-[4-(5-methyl-2-phenyl-4-oxazolylmethoxy)benzyloxyimino]-8-phenyloctanoate). Isolated yield 75.3%. RXN SMILES: [CH3:1][C:2]1[O:6][C:5]([C:7]2[CH:12]=[CH:11][CH:10]=[CH:9][CH:8]=2)=[N:4][C:3]=1[CH2:13][O:14][C:15]1[CH:23]=[CH:22][C:18]([CH2:19][O:20][NH2:21])=[CH:17][CH:16]=1.O=[C:25]([C:37]1[CH:42]=[CH:41][CH:40]=[CH:39][CH:38]=1)[CH2:26][CH2:27][CH2:28][CH2:29][CH2:30][CH2:31][C:32]([O:34][CH2:35][CH3:36])=[O:33].C(O)(=O)C.C([O-])(=O)C.[Na+]>C(OCC)(=O)C.CCCCCC.O.C(O)C>[CH3:1][C:2]1[O:6][C:5]([C:7]2[CH:8]=[CH:9][CH:10]=[CH:11][CH:12]=2)=[N:4][C:3]=1[CH2:13][O:14][C:15]1[CH:16]=[CH:17][C:18]([CH2:19][O:20]/[N:21]=[C:25](/[C:37]2[CH:38]=[CH:39][CH:40]=[CH:41][CH:42]=2)\[CH2:26][CH2:27][CH2:28][CH2:29][CH2:30][CH2:31][C:32]([O:34][CH2:35][CH3:36])=[O:33])=[CH:22][CH:23]=1 |f:3.4,5.6|. Procedure: After a mixture of 4-(5-methyl-2-phenyl-4-oxazolylmethoxy)benzyloxyamine (1.50 g), ethyl 8-oxo-8-phenyloctanoate (2.54 g), acetic acid (0.830 ml), sodium acetate (793 mg) and ethanol (40 ml) was heated to reflux for 18 hours, the mixture was cooled to room temperature. Water was added to the reaction mixture and extracted with ethyl acetate. The ethyl acetate layer was washed with an aqueous saturated solution of sodium chloride, dried (MgSO4) and concentrated. The residue was subjected to silic... Starting materials: CCOC(=O)Cc1cc(OCc2ccccc2)cc(-c2ccc(C(F)(F)F)cc2)c1, C1CCOC1, [Li+], [OH-], O, O. Product: O=C(O)Cc1cc(OCc2ccccc2)cc(-c2ccc(C(F)(F)F)cc2)c1. RXN SMILES: [CH2:1]([CH3:2])[O:3][C:4]([CH2:5][c:6]1[cH:7][c:8](-[c:20]2[cH:21][cH:22][c:23]([C:26]([F:27])([F:28])[F:29])[cH:24][cH:25]2)[cH:9][c:10]([O:12][CH2:13][c:14]2[cH:15][cH:16][cH:17][cH:18][cH:19]2)[cH:11]1)=[O:30].[CH2:35]1[O:36][CH2:37][CH2:38][CH2:39]1.[Li+:33].[OH-:32].[OH2:31].[OH2:34]>>[O:3]=[C:4]([CH2:5][c:6]1[cH:7][c:8](-[c:20]2[cH:21][cH:22][c:23]([C:26]([F:27])([F:28])[F:29])[cH:24][cH:25]2)[cH:9][c:10]([O:12][CH2:13][c:14]2[cH:15][cH:16][cH:17][cH:18][cH:19]2)[cH:11]1)[OH:30]. Starting materials: OCC1CCCO1, COc1cc(OC)nc(Oc2ccccc2C(=O)O)n1, Cn1ccnc1, CC(C)c1cc(C(C)C)c(S(=O)(=O)Cl)c(C(C)C)c1, Cl, C1CCOC1. The product is COc1cc(OC)nc(Oc2ccccc2C(=O)OCC2CCCO2)n1. As a reaction SMILES: [CH2:21]([CH:22]1[CH2:23][CH2:24][CH2:25][O:26]1)[OH:27].[CH3:1][O:2][c:3]1[n:4][c:5]([O:11][c:12]2[c:13]([C:14](=[O:15])[OH:16])[cH:17][cH:18][cH:19][cH:20]2)[n:6][c:7]([O:9][CH3:10])[cH:8]1.[CH3:47][n:48]1[cH:49][cH:50][n:51][cH:52]1.[CH:28]([c:29]1[cH:30][c:31]([CH:32]([CH3:33])[CH3:34])[cH:35][c:36]([CH:37]([CH3:38])[CH3:39])[c:40]1[S:41]([Cl:42])(=[O:43])=[O:44])([CH3:45])[CH3:46].[ClH:53].[O:54]1[CH2:55][CH2:56][CH2:57][CH2:58]1>>[CH3:1][O:2][c:3]1[n:4][c:5]([O:11][c:12]2[c:13]([C:14](=[O:15])[O:16][CH2:21][CH:22]3[CH2:23][CH2:24][CH2:25][O:26]3)[cH:17][cH:18][cH:19][cH:20]2)[n:6][c:7]([O:9][CH3:10])[cH:8]1. Starting materials: COC(=O)C=1C=C(C=C2CC(C(NC12)C1=CC(=CC=C1)Br)(C)C)F (2-(3-bromo-phenyl)-6-fluoro-3,3-dimethyl-1,2,3,4-tetrahydro-quinoline-8-carboxylic acid methyl ester), C([O-])([O-])=O.[Cs+].[Cs+] (cesium carbonate), Cl.C1(=C(C=CC=C1)N1CCNCC1)C (1-(ortho-tolyl)piperazine hydrochloride). The reagents and catalysts are C(C)(=O)[O-].[Pd+2].C(C)(=O)[O-] (palladium acetate), CC1(C2=C(C(=CC=C2)P(C3=CC=CC=C3)C4=CC=CC=C4)OC5=C(C=CC=C51)P(C6=CC=CC=C6)C7=CC=CC=C7)C (xantphos). Run in C1(=CC=CC=C1)C (toluene). Run at temperature 120 celsius, time 12 hour. The product is COC(=O)C=1C=C(C=C2CC(C(NC12)C1=CC(=CC=C1)N1CCN(CC1)C1=C(C=CC=C1)C)(C)C)F (6-fluoro-3,3-dimethyl-2-[3-(4-o-tolyl-piperazin-1-yl)-phenyl]-1,2,3,4-tetrahydro-quinoline-8-carboxylic acid methyl ester). Yield: 63.1%. RXN SMILES: [CH3:1][O:2][C:3]([C:5]1[CH:6]=[C:7]([F:24])[CH:8]=[C:9]2[C:14]=1[NH:13][CH:12]([C:15]1[CH:20]=[CH:19][CH:18]=[C:17](Br)[CH:16]=1)[C:11]([CH3:23])([CH3:22])[CH2:10]2)=[O:4].C(=O)([O-])[O-].[Cs+].[Cs+].Cl.[C:32]1([CH3:44])[CH:37]=[CH:36][CH:35]=[CH:34][C:33]=1[N:38]1[CH2:43][CH2:42][NH:41][CH2:40][CH2:39]1>C1(C)C=CC=CC=1.C([O-])(=O)C.[Pd+2].C([O-])(=O)C.CC1(C)C2C(=C(P(C3C=CC=CC=3)C3C=CC=CC=3)C=CC=2)OC2C(P(C3C=CC=CC=3)C3C=CC=CC=3)=CC=CC1=2>[CH3:1][O:2][C:3]([C:5]1[CH:6]=[C:7]([F:24])[CH:8]=[C:9]2[C:14]=1[NH:13][CH:12]([C:15]1[CH:20]=[CH:19][CH:18]=[C:17]([N:41]3[CH2:42][CH2:43][N:38]([C:33]4[CH:34]=[CH:35][CH:36]=[CH:37][C:32]=4[CH3:44])[CH2:39][CH2:40]3)[CH:16]=1)[C:11]([CH3:23])([CH3:22])[CH2:10]2)=[O:4] |f:1.2.3,4.5,7.8.9|. Procedure: To a mixture of 2-(3-bromo-phenyl)-6-fluoro-3,3-dimethyl-1,2,3,4-tetrahydro-quinoline-8-carboxylic acid methyl ester (1.0 g, 2.6 mmol), palladium acetate (17.5 mg, 0.078 mmol), cesium carbonate (1.7 g, 5.2 mmol), xantphos (60.2 mg, 0.10 mmol) and 1-(ortho-tolyl)piperazine hydrochloride (830 mg, 3.9 mmol) in toluene (30 mL) was stirred at 120° C. for 12 hours. Then the reaction mixture was concentrated in vacuo and the residue was extracted with ethyl acetate (2×100 mL), washed with saturated aqu... The product is Cc1ccc(OC(Cc2ccc(O)cc2)C(=O)N2C(=O)OCC2Cc2ccccc2)cc1. Reaction SMILES: [CH2:1]([SiH:2]([CH2:3][CH3:4])[CH2:5][CH3:6])[CH3:7].[CH2:8]([c:9]1[cH:10][cH:11][cH:12][cH:13][cH:14]1)[CH:15]1[N:16]([C:21]([CH:22]([CH:23]([c:24]2[cH:25][cH:26][c:27]([OH:30])[cH:28][cH:29]2)[OH:31])[O:32][c:33]2[cH:34][cH:35][c:36]([CH3:39])[cH:37][cH:38]2)=[O:40])[C:17](=[O:20])[O:18][CH2:19]1.[OH:41][C:42]([C:43]([F:44])([F:45])[F:46])=[O:47]>>[CH2:8]([c:9]1[cH:10][cH:11][cH:12][cH:13][cH:14]1)[CH:15]1[N:16]([C:21]([CH:22]([CH2:23][c:24]2[cH:25][cH:26][c:27]([OH:30])[cH:28][cH:29]2)[O:32][c:33]2[cH:34][cH:35][c:36]([CH3:39])[cH:37][cH:38]2)=[O:40])[C:17](=[O:20])[O:18][CH2:19]1. Reactants: CC[SiH](CC)CC, Cc1ccc(OC(C(=O)N2C(=O)OCC2Cc2ccccc2)C(O)c2ccc(O)cc2)cc1, O=C(O)C(F)(F)F. Starting materials: Nc1scc(Br)c1-c1nnc[nH]1, Cl, O=C(O)Cc1cccc2ncc(F)cc12, Nc1cccc2ncc(F)cc12. Product: O=C(Cc1cccc2ncc(F)cc12)Nc1scc(Br)c1-c1nc[nH]n1. RXN SMILES: [Br:29][c:30]1[c:31](-[c:36]2[n:37][n:38][cH:39][nH:40]2)[c:32]([NH2:35])[s:33][cH:34]1.[ClH:13].[F:14][c:15]1[cH:16][n:17][c:18]2[cH:19][cH:20][cH:21][c:22]([CH2:25][C:26](=[O:27])[OH:28])[c:23]2[cH:24]1.[F:1][c:2]1[cH:3][n:4][c:5]2[cH:6][cH:7][cH:8][c:9]([NH2:10])[c:11]2[cH:12]1>>[F:14][c:15]1[cH:16][n:17][c:18]2[cH:19][cH:20][cH:21][c:22]([CH2:25][C:26](=[O:28])[NH:35][c:32]3[c:31](-[c:36]4[n:37][nH:38][cH:39][n:40]4)[c:30]([Br:29])[cH:34][s:33]3)[c:23]2[cH:24]1.